This data is from the Open Reaction Database (ORD), a public repository of structured organic reaction records. The task is: describe an organic reaction: reactants, conditions, products, and yield Reactants: CCC(CC)Nc1cc(C)nc(Oc2c(C)cc(C)cc2C)c1C=O, C1CCOC1, [Li]C, [Li]. Product: CCC(CC)Nc1cc(C)nc(Oc2c(C)cc(C)cc2C)c1C(C)O. As a reaction SMILES: [CH2:1]([CH3:2])[CH:3]([CH2:4][CH3:5])[NH:6][c:7]1[c:8]([CH:24]=[O:25])[c:9]([O:14][c:15]2[c:16]([CH3:23])[cH:17][c:18]([CH3:22])[cH:19][c:20]2[CH3:21])[n:10][c:11]([CH3:13])[cH:12]1.[CH2:29]1[O:30][CH2:31][CH2:32][CH2:33]1.[CH3:27][Li:28].[Li:26]>>[CH2:1]([CH3:2])[CH:3]([CH2:4][CH3:5])[NH:6][c:7]1[c:8]([CH:24]([OH:25])[CH3:27])[c:9]([O:14][c:15]2[c:16]([CH3:23])[cH:17][c:18]([CH3:22])[cH:19][c:20]2[CH3:21])[n:10][c:11]([CH3:13])[cH:12]1. Reactants: ClC1=CC=C(C=C1)C1CC(C1)C(=O)OC (methyl 3-(4-chlorophenyl)-cyclobutanecarboxylate), C(CCC)[Li] (n-Butyl lithium), Cl (hydrochloric acid), solution, CP(OC)(OC)=O (dimethyl methylphosphonate). The solvent is O1CCCC1 (tetrahydrofuran), CCCCCC (hexane), O1CCCC1 (tetrahydrofuran). Run at temperature -78 celsius, time 10 minute. Product: ClC1=CC=C(C=C1)C1CC(C1)C(CP(OC)(OC)=O)=O (dimethyl 2-[3-(4-chlorophenyl)-cyclobutyl]-2-oxoethylphosphonate). Reaction SMILES: C([Li])CCC.[CH3:6][P:7](=[O:12])([O:10][CH3:11])[O:8][CH3:9].[Cl:13][C:14]1[CH:19]=[CH:18][C:17]([CH:20]2[CH2:23][CH:22]([C:24](OC)=[O:25])[CH2:21]2)=[CH:16][CH:15]=1.Cl>CCCCCC.O1CCCC1>[Cl:13][C:14]1[CH:15]=[CH:16][C:17]([CH:20]2[CH2:21][CH:22]([C:24](=[O:25])[CH2:6][P:7](=[O:12])([O:10][CH3:11])[O:8][CH3:9])[CH2:23]2)=[CH:18][CH:19]=1. Reported procedure: n-Butyl lithium (16.2 ml. of a 1.23M solution in hexane) was added dropwise to a stirred solution of dimethyl methylphosphonate (2.48 g.) in dry tetrahydrofuran (25ml.) at -78° C. in an atmosphere of argon. After 10 minutes, a solution of methyl 3-(4-chlorophenyl)-cyclobutanecarboxylate mixed isomers (2.24g.) in dry tetrahydrofuran (25ml.) was added dropwise, and stirred at -78° C. for 2 hours. The reaction mixture was warmed to room temperature and neutralised by the addition of 1N hydrochloric...